This data is from the Open Reaction Database (ORD), a public repository of structured organic reaction records. The task is: describe an organic reaction: reactants, conditions, products, and yield Reactants: BrCC1CCOCC1, O=C([O-])[O-], CCOC(C)=O, COc1nc2c(N)nc(OCCC(C)C)nc2[nH]1, O=C(O)C(F)(F)F, [K+], [K+], CN(C)C=O. Yields the product COc1nc2c(N)nc(OCCC(C)C)nc2n1CC1CCOCC1. RXN SMILES: [Br:32][CH2:33][CH:34]1[CH2:35][CH2:36][O:37][CH2:38][CH2:39]1.[C:26](=[O:27])([O-:28])[O-:29].[CH3:45][CH2:46][O:47][C:48]([CH3:49])=[O:50].[CH3:8][CH:9]([CH2:10][CH2:11][O:12][c:13]1[n:14][c:15]([NH2:24])[c:16]2[n:17][c:18]([O:22][CH3:23])[nH:19][c:20]2[n:21]1)[CH3:25].[F:1][C:2]([F:3])([F:4])[C:5]([OH:6])=[O:7].[K+:30].[K+:31].[O:40]=[CH:41][N:42]([CH3:43])[CH3:44]>>[CH3:8][CH:9]([CH2:10][CH2:11][O:12][c:13]1[n:14][c:15]([NH2:24])[c:16]2[n:17][c:18]([O:22][CH3:23])[n:19]([CH2:33][CH:34]3[CH2:35][CH2:36][O:37][CH2:38][CH2:39]3)[c:20]2[n:21]1)[CH3:25]. Starting materials: C1CCC2=NCCCN2CC1, COCCOC, CS(=O)c1nc(N)nc(-c2ccco2)c1C#N, CC(O)c1ccc2ccccc2c1. Product: CC(Oc1nc(N)nc(-c2ccco2)c1C#N)c1ccc2ccccc2c1. Reaction SMILES: [CH2:31]1[CH2:32][CH2:33][C:34]2=[N:39][CH2:38][CH2:37][CH2:36][N:35]2[CH2:40][CH2:41]1.[CH3:42][O:43][CH2:44][CH2:45][O:46][CH3:47].[NH2:1][c:2]1[n:3][c:4]([S:15]([CH3:16])=[O:17])[c:5]([C:13]#[N:14])[c:6](-[c:8]2[o:9][cH:10][cH:11][cH:12]2)[n:7]1.[cH:18]1[c:19]([CH:28]([CH3:29])[OH:30])[cH:20][cH:21][c:22]2[cH:23][cH:24][cH:25][cH:26][c:27]12>>[NH2:1][c:2]1[n:3][c:4]([O:30][CH:28]([c:19]2[cH:18][c:27]3[c:22]([cH:21][cH:20]2)[cH:23][cH:24][cH:25][cH:26]3)[CH3:29])[c:5]([C:13]#[N:14])[c:6](-[c:8]2[o:9][cH:10][cH:11][cH:12]2)[n:7]1. Starting materials: BrC1=C(C=O)C=CC=C1OC (2-bromo-3-methoxy-benzaldehyde), COC(CC1=CC(=CC=C1)B1OC(C(O1)(C)C)(C)C)=O ([3-(4,4,5,5-tetramethyl-[1,3,2]dioxaborolan-2-yl)-phenyl]-acetic acid methyl ester). Yields the product COC(CC=1C=C(C=CC1)C1=C(C=CC=C1OC)C=O)=O ((2′-Formyl-6′-methoxy-biphenyl-3-yl)-acetic acid methyl ester). As a reaction SMILES: Br[C:2]1[C:9]([O:10][CH3:11])=[CH:8][CH:7]=[CH:6][C:3]=1[CH:4]=[O:5].[CH3:12][O:13][C:14](=[O:31])[CH2:15][C:16]1[CH:21]=[CH:20][CH:19]=[C:18](B2OC(C)(C)C(C)(C)O2)[CH:17]=1>>[CH3:12][O:13][C:14](=[O:31])[CH2:15][C:16]1[CH:21]=[C:20]([C:2]2[C:9]([O:10][CH3:11])=[CH:8][CH:7]=[CH:6][C:3]=2[CH:4]=[O:5])[CH:19]=[CH:18][CH:17]=1. Reported procedure: Prepared according to the procedure described in Example 1, Step 4, using the following starting materials: 2-bromo-3-methoxy-benzaldehyde and [3-(4,4,5,5-tetramethyl-[1,3,2]dioxaborolan-2-yl)-phenyl]-acetic acid methyl ester. The reactants are FC1=CC=C(C=C1)C1(CCCCC1)CCC1=C2C(=NO1)C1=CC=C(C=C1CC2)C(CO)O (1-(3-(2-(1-(4-fluorophenyl)cyclohexyl)ethyl)-4,5-dihydronaphtho[1,2-c]isoxazol-7-yl)ethane-1,2-diol), ClC1=CC=C(C=C1)C1CCC(CC1)C1=C2C(=NO1)C1=CC=C(C=C1CC2)C=C (3-(4-(4-chlorophenyl)cyclohexyl)-7-vinyl-4,5-dihydronaphtho[1,2-c]isoxazole). Product: ClC1=CC=C(C=C1)C1CCC(CC1)C1=C2C(=NO1)C1=CC=C(C=C1CC2)C(CO)O (1-(3-(4-(4-Chlorophenyl)cyclohexyl)-4,5-dihydronaphtho[1,2-c]isoxazol-7-yl)ethane-1,2-diol). As a reaction SMILES: FC1C=CC(C2(CC[C:16]3[O:20][N:19]=[C:18]4[C:21]5[C:26]([CH2:27][CH2:28][C:17]=34)=[CH:25][C:24]([CH:29]([OH:32])[CH2:30][OH:31])=[CH:23][CH:22]=5)CCCCC2)=CC=1.[Cl:33][C:34]1[CH:39]=[CH:38][C:37]([CH:40]2[CH2:45][CH2:44][CH:43](C3ON=C4C5C(CCC=34)=CC(C=C)=CC=5)[CH2:42][CH2:41]2)=[CH:36][CH:35]=1>>[Cl:33][C:34]1[CH:39]=[CH:38][C:37]([CH:40]2[CH2:45][CH2:44][CH:43]([C:16]3[O:20][N:19]=[C:18]4[C:21]5[C:26]([CH2:27][CH2:28][C:17]=34)=[CH:25][C:24]([CH:29]([OH:32])[CH2:30][OH:31])=[CH:23][CH:22]=5)[CH2:42][CH2:41]2)=[CH:36][CH:35]=1. Procedure details: This compound was prepared according to the general procedure described for Preparation 26B employing 3-(4-(4-chlorophenyl)cyclohexyl)-7-vinyl-4,5-dihydronaphtho[1,2-c]isoxazole (Preparation 27B) as the starting material. LC/MS M+1=424.19. Conditions: temperature 40 celsius, time 4 hour. The reagents and catalysts are [C].[Pd] (Palladium-carbon). Starting materials: [H][H] (hydrogen), C1(=CC=CC=C1)C1=NN2C(C=C(C=C2)C(=O)O)=N1 (2-phenyl-[1,2,4]triazolo[1,5-a]pyridine-7-carboxylic acid), Cl (hydrochloric acid), CO (methanol). The product is C1(=CC=CC=C1)C1=NN2C(CC(CC2)C(=O)O)=N1 (2-phenyl-5,6,7,8-tetrahydro-[1,2,4]triazolo[1,5-a]pyridine-7-carboxylic acid). Isolated yield 78.7%. Procedure: 10% Palladium-carbon (3 g) and concentrated hydrochloric acid (3.1 ml) were added to a mixed solution of methanol (200 ml) and methylene chloride (150 ml) containing the 2-phenyl-[1,2,4]triazolo[1,5-a]pyridine-7-carboxylic acid (3 g) obtained in (Example 3.18) <Step 4>, and the obtained mixture was then stirred in a hydrogen atmosphere for 15 hours. Thereafter, the reaction solution was heated to 40° C., and then, it was further stirred for 4 hours. Thereafter, the reaction solution was filtered... Solvent: C(Cl)Cl (methylene chloride). Reaction SMILES: Cl.CO.[C:4]1([C:10]2[N:21]=[C:13]3[CH:14]=[C:15]([C:18]([OH:20])=[O:19])[CH:16]=[CH:17][N:12]3[N:11]=2)[CH:9]=[CH:8][CH:7]=[CH:6][CH:5]=1.[H][H]>[C].[Pd].C(Cl)Cl>[C:4]1([C:10]2[N:21]=[C:13]3[CH2:14][CH:15]([C:18]([OH:20])=[O:19])[CH2:16][CH2:17][N:12]3[N:11]=2)[CH:5]=[CH:6][CH:7]=[CH:8][CH:9]=1 |f:4.5|. Starting materials: CC(=O)SCC1CC(C(=O)OC(C)(C)C)CS1, ClCCl, O=C(O)C(F)(F)F. The product is CC(=O)SCC1CC(C(=O)O)CS1. Reaction SMILES: [C:1]([CH3:2])(=[O:3])[S:4][CH2:5][CH:6]1[S:7][CH2:8][CH:9]([C:11](=[O:12])[O:13][C:14]([CH3:15])([CH3:16])[CH3:17])[CH2:10]1.[CH2:18]([Cl:19])[Cl:20].[OH:21][C:22]([C:23]([F:24])([F:25])[F:26])=[O:27]>>[C:1]([CH3:2])(=[O:3])[S:4][CH2:5][CH:6]1[S:7][CH2:8][CH:9]([C:11](=[O:12])[OH:13])[CH2:10]1. The reactants are [OH-].[NH4+] (ammonium hydroxide), P(=O)(Cl)(Cl)Cl (Phosphorus oxychloride), C1(=CC=CC=C1)S(=O)(=O)CCCC1=CC(=NN1CCCC)C(=O)N (5-(3-benzenesulfonylpropyl)-1-butyl-1H-pyrazole-3-carboxamide), ice water. Reaction conditions: temperature 90 celsius. Product: C1(=CC=CC=C1)S(=O)(=O)CCCC1=CC(=NN1CCCC)C#N (5-(3-benzenesulfonylpropyl)-1-butyl-1H-pyrazole-3-carbonitrile). The yield is 86.5%. Reaction SMILES: P(Cl)(Cl)(Cl)=O.[C:6]1([S:12]([CH2:15][CH2:16][CH2:17][C:18]2[N:22]([CH2:23][CH2:24][CH2:25][CH3:26])[N:21]=[C:20]([C:27]([NH2:29])=O)[CH:19]=2)(=[O:14])=[O:13])[CH:11]=[CH:10][CH:9]=[CH:8][CH:7]=1.[OH-].[NH4+]>>[C:6]1([S:12]([CH2:15][CH2:16][CH2:17][C:18]2[N:22]([CH2:23][CH2:24][CH2:25][CH3:26])[N:21]=[C:20]([C:27]#[N:29])[CH:19]=2)(=[O:13])=[O:14])[CH:7]=[CH:8][CH:9]=[CH:10][CH:11]=1 |f:2.3|. Procedure: Phosphorus oxychloride (25 mL) was added to 5-(3-benzenesulfonylpropyl)-1-butyl-1H-pyrazole-3-carboxamide (10.4 g, 30.0 mmol) and heated to 90° C. for 2.5 hours. The reaction mixture was then cooled to ambient temperature and poured into ice water cooled by an ice bath. Additional ice was added to the reaction mixture and the pH of the mixture was adjusted to 8-9 by addition of 30% saturated aqueous ammonium hydroxide. The mixture was extracted with ethyl acetate and the combined organic layers ...